This data is from the Open Reaction Database (ORD), a public repository of structured organic reaction records. The task is: describe an organic reaction: reactants, conditions, products, and yield The reactants are S(=O)(=O)(C(F)(F)F)O (TfOH), C(C)(=O)O[C@H]1[C@H](OC(C2=CC=CC=C2)=O)[C@H](OC(C2=CC=CC=C2)=O)[C@H](O1)COC(C1=CC=CC=C1)=O (1-O-acetyl-2,3,5-tri-O-benzoyl-β-D-ribofuranose), ClC1=NC(=C2NC=NC2=N1)N (2-chloroadenine), ( 9 ), FC(C(O[Si](C)(C)C)=N[Si](C)(C)C)(F)F (BSTFA). The solvent is CC#N (MeCN), CC(C)(C)OC (MTBE). Reaction conditions: temperature 27.5 celsius. The product is C(C1=CC=CC=C1)(=O)O[C@H]1[C@@H](O[C@@H]([C@H]1OC(C1=CC=CC=C1)=O)COC(C1=CC=CC=C1)=O)N1C=NC=2C(N)=NC(=NC12)Cl (2′,3′,5′-tri-O-benzoyl-2-chloroadenosine). As a reaction SMILES: [Cl:1][C:2]1[N:10]=[C:9]2[C:5]([NH:6][CH:7]=[N:8]2)=[C:4]([NH2:11])[N:3]=1.FC(F)(F)C(=N[Si](C)(C)C)O[Si](C)(C)C.S(O)(C(F)(F)F)(=O)=O.C(O[C@@H:39]1[O:61][C@H:60]([CH2:62][O:63][C:64](=[O:71])[C:65]2[CH:70]=[CH:69][CH:68]=[CH:67][CH:66]=2)[C@@H:50]([O:51][C:52](=[O:59])[C:53]2[CH:58]=[CH:57][CH:56]=[CH:55][CH:54]=2)[C@H:40]1[O:41][C:42](=[O:49])[C:43]1[CH:48]=[CH:47][CH:46]=[CH:45][CH:44]=1)(=O)C>CC(OC)(C)C.CC#N>[C:42]([O:41][C@@H:40]1[C@H:50]([O:51][C:52](=[O:59])[C:53]2[CH:58]=[CH:57][CH:56]=[CH:55][CH:54]=2)[C@@H:60]([CH2:62][O:63][C:64](=[O:71])[C:65]2[CH:66]=[CH:67][CH:68]=[CH:69][CH:70]=2)[O:61][C@H:39]1[N:8]1[C:9]2[N:10]=[C:2]([Cl:1])[N:3]=[C:4]([NH2:11])[C:5]=2[N:6]=[CH:7]1)(=[O:49])[C:43]1[CH:48]=[CH:47][CH:46]=[CH:45][CH:44]=1. Reported procedure: Under an atmosphere of N2(g), 2-chloroadenine (A (9), 50 g, 294.9 mmol), MeCN (600 mL), and BSTFA (227.5 g, 883.8 mmol) were stirred and heated under reflux until the mixture turned mostly clear (about 1 h). TfOH (8.77 g, 58.5 mmol) and 1-O-acetyl-2,3,5-tri-O-benzoyl-β-D-ribofuranose (C, 142.5 g, 282.5 mmol) were sequentially added into the mixture and were stirred at reflux for about 1 h. The mixture was cooled to 20-35° C. and diluted with MTBE (500 mL), and washed over a 0.5 to 1 h period wit... The reactants are ClC1=C(C=C(N)C=C1)C1=NC=CC=C1 (4-chloro-3-(pyridin-2-yl)aniline), CC1=NN(C=N1)CCS(=O)(=O)C1=CC=C(C(=O)O)C=C1 (4-(2-(3-methyl-1H-1,2,4-triazole-1-yl)ethylsulfonyl)benzoic acid). Yields the product ClC1=C(C=C(C=C1)NC(C1=CC=C(C=C1)S(=O)(=O)CCN1N=C(N=C1)C)=O)C1=NC=CC=C1 (N-(4-chloro-3-(pyridin-2-yl)phenyl)-4-(2-(3-methyl-1H-1,2,4-triazol-1-yl)ethylsulfonyl)benzamide). As a reaction SMILES: [Cl:1][C:2]1[CH:8]=[CH:7][C:5]([NH2:6])=[CH:4][C:3]=1[C:9]1[CH:14]=[CH:13][CH:12]=[CH:11][N:10]=1.[CH3:15][C:16]1[N:20]=[CH:19][N:18]([CH2:21][CH2:22][S:23]([C:26]2[CH:34]=[CH:33][C:29]([C:30](O)=[O:31])=[CH:28][CH:27]=2)(=[O:25])=[O:24])[N:17]=1>>[Cl:1][C:2]1[CH:8]=[CH:7][C:5]([NH:6][C:30](=[O:31])[C:29]2[CH:33]=[CH:34][C:26]([S:23]([CH2:22][CH2:21][N:18]3[CH:19]=[N:20][C:16]([CH3:15])=[N:17]3)(=[O:25])=[O:24])=[CH:27][CH:28]=2)=[CH:4][C:3]=1[C:9]1[CH:14]=[CH:13][CH:12]=[CH:11][N:10]=1. Reported procedure: 60 mg of 4-chloro-3-(pyridin-2-yl)aniline was coupled to 4-(2-(3-methyl-1H-1,2,4-triazole-1-yl)ethylsulfonyl)benzoic acid via Procedure G. The product was purified on reverse phase HPLC to yield N-(4-chloro-3-(pyridin-2-yl)phenyl)-4-(2-(3-methyl-1H-1,2,4-triazol-1-yl)ethylsulfonyl)benzamide. MS (Q1) 482.1 (M)+.